Task: describe an organic reaction: reactants, conditions, products, and yield. Dataset: the Open Reaction Database (ORD), a public repository of structured organic reaction records Reactants: COC(=O)CBr, CN(C)C=O, Cc1cc2c(O)cccc2n1Cc1cccc(-c2ccccc2)c1. Yields the product COC(=O)COc1cccc2c1cc(C)n2Cc1cccc(-c2ccccc2)c1. RXN SMILES: [Br:25][CH2:26][C:27](=[O:28])[O:29][CH3:30].[O:31]=[CH:32][N:33]([CH3:34])[CH3:35].[c:1]1(-[c:19]2[cH:20][cH:21][cH:22][cH:23][cH:24]2)[cH:2][c:3]([CH2:7][n:8]2[c:9]([CH3:18])[cH:10][c:11]3[c:12]([OH:17])[cH:13][cH:14][cH:15][c:16]23)[cH:4][cH:5][cH:6]1>>[c:1]1(-[c:19]2[cH:20][cH:21][cH:22][cH:23][cH:24]2)[cH:2][c:3]([CH2:7][n:8]2[c:9]([CH3:18])[cH:10][c:11]3[c:12]([O:17][CH2:26][C:27](=[O:28])[O:29][CH3:30])[cH:13][cH:14][cH:15][c:16]23)[cH:4][cH:5][cH:6]1. The reactants are OP(=O)(O)[O-].[K+] (KH2PO4), [H-].[Na+] (Sodium hydride), ClC=1C=NC=C(C1NC1=CC(OC2=C(C(=CC=C12)OC)O)=O)Cl (4-(3,5-dichloropyridin-4-ylamino)-8-hydroxy-7-methoxy-2H-chromen-2-one), BrCCCCBr (1,4-dibromobutane). Run in CS(=O)C (DMSO). Reaction conditions: time 5 minute. Yields the product BrCCCCOC=1C(=CC=C2C(=CC(OC12)=O)NC1=C(C=NC=C1Cl)Cl)OC (8-(4-bromobutoxy)-4-(3,5-dichloropyridin-4-ylamino)-7-methoxy-2H-chromen-2-one). RXN SMILES: [H-].[Na+].[Cl:3][C:4]1[CH:5]=[N:6][CH:7]=[C:8]([Cl:25])[C:9]=1[NH:10][C:11]1[C:20]2[C:15](=[C:16]([OH:23])[C:17]([O:21][CH3:22])=[CH:18][CH:19]=2)[O:14][C:13](=[O:24])[CH:12]=1.[Br:26][CH2:27][CH2:28][CH2:29][CH2:30]Br.OP([O-])(O)=O.[K+]>CS(C)=O>[Br:26][CH2:27][CH2:28][CH2:29][CH2:30][O:23][C:16]1[C:17]([O:21][CH3:22])=[CH:18][CH:19]=[C:20]2[C:15]=1[O:14][C:13](=[O:24])[CH:12]=[C:11]2[NH:10][C:9]1[C:8]([Cl:25])=[CH:7][N:6]=[CH:5][C:4]=1[Cl:3] |f:0.1,4.5|. Procedure details: Sodium hydride (31 mg, 0.78 mmol) was added to a solution of 4-(3,5-dichloropyridin-4-ylamino)-8-hydroxy-7-methoxy-2H-chromen-2-one (111 mg, 0.31 mmol, Example 29) and DMSO (2 mL) at rt under N2. After 5 min, 1,4-dibromobutane (0.05 mL, 0.42 mmol) was added. After 3 h, the reaction was poured into 1M KH2PO4 (30 mL) and extracted with ethyl acetate (40 mL×2). The combined extracts were dried, filtered, concentrated, and purified by silica gel chromatography (3:2→1:4; hexanes:ethyl acetate) to giv... Yields the product O=C(NCc1ccc(Cl)cc1)c1cnc2sc(CCCO)cc2c1O. The reactants are CO, O=C(NCc1ccc(Cl)cc1)c1cnc2sc(C#CCO)cc2c1O, ClCCl. RXN SMILES: [CH3:29][OH:30].[Cl:1][c:2]1[cH:3][cH:4][c:5]([CH2:6][NH:7][C:8](=[O:9])[c:10]2[c:11]([OH:23])[c:12]3[c:13]([n:14][cH:15]2)[s:16][c:17]([C:19]#[C:20][CH2:21][OH:22])[cH:18]3)[cH:24][cH:25]1.[Cl:26][CH2:27][Cl:28]>>[Cl:1][c:2]1[cH:3][cH:4][c:5]([CH2:6][NH:7][C:8](=[O:9])[c:10]2[c:11]([OH:23])[c:12]3[c:13]([n:14][cH:15]2)[s:16][c:17]([CH2:19][CH2:20][CH2:21][OH:22])[cH:18]3)[cH:24][cH:25]1. Reactants: [Al+3], CC1NCc2cc(Br)cnc2NC1=O, C1CCOC1, [H-], [H-], [H-], [H-], [Li+]. Product: CC1CNc2ncc(Br)cc2CN1. Reaction SMILES: [Al+3:2].[Br:7][c:8]1[cH:9][c:10]2[c:11]([n:19][cH:20]1)[NH:12][C:13](=[O:18])[CH:14]([CH3:17])[NH:15][CH2:16]2.[CH2:21]1[O:22][CH2:23][CH2:24][CH2:25]1.[H-:1].[H-:4].[H-:5].[H-:6].[Li+:3]>>[Br:7][c:8]1[cH:9][c:10]2[c:11]([n:19][cH:20]1)[NH:12][CH2:13][CH:14]([CH3:17])[NH:15][CH2:16]2. The reactants are [Li]CCCC, C1CCOC1, CS(=O)(=O)OCCOCCCl, CCOC(C)=O, CCCCCCC, c1ccc2c(c1)CCc1ccccc1NC2. Yields the product ClCCOCCC1Cc2ccccc2CNc2ccccc21. RXN SMILES: [CH2:17]([Li:18])[CH2:19][CH2:20][CH3:21].[CH2:33]1[O:34][CH2:35][CH2:36][CH2:37]1.[CH3:22][S:23]([O:24][CH2:27][CH2:28][O:29][CH2:30][CH2:31][Cl:32])(=[O:25])=[O:26].[CH3:38][CH2:39][O:40][C:41](=[O:42])[CH3:43].[CH3:44][CH2:45][CH2:46][CH2:47][CH2:48][CH2:49][CH3:50].[cH:1]1[cH:2][cH:3][cH:4][c:5]2[c:12]1[CH2:11][CH2:10][c:9]1[c:8]([cH:16][cH:15][cH:14][cH:13]1)[CH2:7][NH:6]2>>[cH:1]1[cH:2][cH:3][cH:4][c:5]2[c:12]1[CH:11]([CH2:27][CH2:28][O:29][CH2:30][CH2:31][Cl:32])[CH2:10][c:9]1[c:8]([cH:16][cH:15][cH:14][cH:13]1)[CH2:7][NH:6]2. Starting materials: ClCC(=O)Cl (Chloroacetylchloride), CN1CC(CCC1)O (N-methyl-3-piperidinol). Solvent: CN(C=O)C (dimethylformamide). Run at time 24 hour. Product: Cl.ClCC(=O)OC1CN(CCC1)C (N-methyl-3-piperidyl chloroacetate hydrochloride). The yield is 108.7%. Reaction SMILES: [Cl:1][CH2:2][C:3](Cl)=[O:4].[CH3:6][N:7]1[CH2:12][CH2:11][CH2:10][CH:9]([OH:13])[CH2:8]1>CN(C)C=O>[ClH:1].[Cl:1][CH2:2][C:3]([O:13][CH:9]1[CH2:10][CH2:11][CH2:12][N:7]([CH3:6])[CH2:8]1)=[O:4] |f:3.4|. Reported procedure: 11.3 g of Chloroacetylchloride were added to a solution of 11.4 g of N-methyl-3-piperidinol in 20 ml of dimethylformamide, at 20° to 25° C. The reaction product, which formed immediately, was allowed to stand at this temperature for 24 hours. It was then collected by filtration and recrystallized from isopropanol to provide 12.4 g of N-methyl-3-piperidyl chloroacetate hydrochloride. (II, R=CH3, R1 =R2 =R3 =H, X=Cl), m.p. 168° C.